From a dataset of the Open Reaction Database (ORD), a public repository of structured organic reaction records. describe an organic reaction: reactants, conditions, products, and yield Starting materials: CC(C#C)(C1=CC=CC=C1)C1=CC=CC=C1 ((1-methyl-1-phenyl-2-propynyl)benzene), solution, [Li]CCCC (BuLi), CCCCCC (hexane), C1CCOC1 (THF), N12C(CC(CC1)CC2)=O (quinuclidinone), C1CCOC1 (THF). The solvent is CCOCC (ether). Reaction conditions: time 30 minute. Product: C1(=CC=CC=C1)C(C#CC1(CN2CCC1CC2)O)(C)C2=CC=CC=C2 (3-(3,3-diphenyl-1-butynyl)quinuclidin-3-ol). Yield: 61.0%. Reaction SMILES: [CH3:1][C:2]([C:11]1[CH:16]=[CH:15][CH:14]=[CH:13][CH:12]=1)([C:5]1[CH:10]=[CH:9][CH:8]=[CH:7][CH:6]=1)[C:3]#[CH:4].[Li]CCCC.CCCCCC.[N:28]12[CH2:35][CH2:34][CH:31]([CH2:32][CH2:33]1)[CH2:30][C:29]2=O.C1C[O:40]CC1>CCOCC>[C:11]1([C:2]([C:5]2[CH:6]=[CH:7][CH:8]=[CH:9][CH:10]=2)([CH3:1])[C:3]#[C:4][C:30]2([OH:40])[CH:31]3[CH2:34][CH2:35][N:28]([CH2:33][CH2:32]3)[CH2:29]2)[CH:16]=[CH:15][CH:14]=[CH:13][CH:12]=1. Reported procedure: (1-methyl-1-phenyl-2-propynyl)benzene (Dehmlow E., Tetrahedron Lett. (1971), 563-566) (380 mg, 1.84 mmol.) in THF (10 ml) at −78° C. was treated with a 1.6 N solution of BuLi in hexane (1.21 ml, 1.94 mmol). After 30 minutes, at the same temperature, a solution of quinuclidinone (300 mg, 2.4 mmol) in THF (5 ml) was added dropwise. After 1 hour, the reaction was left at room temperature for 12 hours. The mixture was then diluted with ether and washed with water (twice) and brine. The organic phase...